Dataset: the Open Reaction Database (ORD), a public repository of structured organic reaction records. Task: describe an organic reaction: reactants, conditions, products, and yield Reactants: ClC=1C2=C(N=CN1)N(C=C2I)C (4-chloro-5-iodo-7-methyl-7H-pyrrolo[2,3-d]pyrimidine), CC1(C(OB(O1)C1=CC=CC=C1)(C)C)C (tetramethyl-2-phenyl-1,3,2-dioxaborolane), C([O-])([O-])=O.[Na+].[Na+] (sodium carbonate). Solvent: O1CCOCC1 (1,4-dioxane), O (water). Reaction conditions: temperature 70 celsius. Yields the product ClC=1C2=C(N=CN1)N(C=C2C2=CC=CC=C2)C (4-Chloro-7-methyl-5-phenyl-7H-pyrrolo[2,3-d]pyrimidine). The yield is 47.9%. RXN SMILES: [Cl:1][C:2]1[C:3]2[C:10](I)=[CH:9][N:8]([CH3:12])[C:4]=2[N:5]=[CH:6][N:7]=1.CC1(C)OB([C:19]2[CH:24]=[CH:23][CH:22]=[CH:21][CH:20]=2)OC1(C)C.C(=O)([O-])[O-].[Na+].[Na+]>O1CCOCC1.O>[Cl:1][C:2]1[C:3]2[C:10]([C:19]3[CH:24]=[CH:23][CH:22]=[CH:21][CH:20]=3)=[CH:9][N:8]([CH3:12])[C:4]=2[N:5]=[CH:6][N:7]=1 |f:2.3.4|. Procedure details: A stirred suspension of 4-chloro-5-iodo-7-methyl-7H-pyrrolo[2,3-d]pyrimidine (3.31 g, 11.3 mmol), tetramethyl-2-phenyl-1,3,2-dioxaborolane (2.76 g, 13.53 mmol) and sodium carbonate (3.59 g, 33.8 mmol) in 1,4-dioxane (90 ml) and water (18.0 ml) was degassed by bubbling N2 through it for 10 min. 1,1′-Bis(diphenylphosphino)ferrocenedichloro palladium(II) dichloromethane complex (0.921 g, 1.13 mmol) was then added and the reaction mixture degassed with N2 again for 10 min before heating at 70° C. fo... Reactants: NC1=NC(=CC=C1)C (2-Amino-6-methylpyridine), BrCC(C(=O)OCC)=O (Ethyl bromopyruvate). Run in O1CCCC1 (tetrahydrofuran). The product is C(C)OC(=O)C=1N=C2N(C(=CC=C2)C)C1 (5-methylimidazo[1,2-a]pyridine-2-carboxylic acid ethyl ester). Yield: 58.8%. Reaction SMILES: [NH2:1][C:2]1[CH:7]=[CH:6][CH:5]=[C:4]([CH3:8])[N:3]=1.Br[CH2:10][C:11](=O)[C:12]([O:14][CH2:15][CH3:16])=[O:13]>O1CCCC1>[CH2:15]([O:14][C:12]([C:11]1[N:1]=[C:2]2[CH:7]=[CH:6][CH:5]=[C:4]([CH3:8])[N:3]2[CH:10]=1)=[O:13])[CH3:16]. Procedure: 2-Amino-6-methylpyridine (5 g, 0.05 mol) was dissolved in tetrahydrofuran (100 mL). Ethyl bromopyruvate (9 g, 0.05 mol) was added and the mixture was refluxed for 4 hours. The reaction was cooled and the solid that formed was filtered to give 6 grams of 5-methylimidazo[1,2-a]pyridine-2-carboxylic acid ethyl ester. Rf 0.45, 2% methanol/dichloromethane; MS m/z 205 (M+H). The reactants are C(C)OC(=O)CC1=C[C@H]2[C@@H]3CC[C@@H]([C@@]3(C)CC[C@@H]2C=2C=CC(=CC12)O)O (6-ethoxycarbonylmethyl-1,3,5(10),6-estratetraene-3,17β-diol), C(C)OC(=O)C[C@@H]1C[C@H]2[C@@H]3CC[C@@H]([C@@]3(C)CC[C@@H]2C=2C=CC(=CC12)O)O (6β-ethoxycarbonylmethyl-1,3,5(10)-estratriene-3,17β-diol), [H][H] (hydrogen), O1CCCC1 (tetrahydrofuran). The reagents and catalysts are [Pd].C(=O)([O-])[O-].[Ca+2] (Pd CaCO3). Run in CO (methanol). Yields the product C(C)OC(=O)C=C1C[C@H]2[C@@H]3CC[C@@H]([C@@]3(C)CC[C@@H]2C=2C=CC(=CC12)O)O (6-ethoxycarbonylmethylene-1,3,5(10)-estratriene-3,17β-diol). As a reaction SMILES: [CH2:1]([O:3][C:4]([CH2:6][C:7]1[C:24]2[CH:23]=[C:22]([OH:25])[CH:21]=[CH:20][C:19]=2[C@@H:18]2[C@H:9]([C@H:10]3[C@@:14]([CH2:16][CH2:17]2)([CH3:15])[C@@H:13]([OH:26])[CH2:12][CH2:11]3)[CH:8]=1)=[O:5])[CH3:2].O1CCCC1.[H][H].C(OC(C[C@H]1C2C=C(O)C=CC=2[C@@H]2[C@H]([C@H]3[C@@](CC2)(C)[C@@H](O)CC3)C1)=O)C>[Pd].C([O-])([O-])=O.[Ca+2].CO>[CH2:1]([O:3][C:4]([CH:6]=[C:7]1[C:24]2[CH:23]=[C:22]([OH:25])[CH:21]=[CH:20][C:19]=2[C@@H:18]2[C@H:9]([C@H:10]3[C@@:14]([CH2:16][CH2:17]2)([CH3:15])[C@@H:13]([OH:26])[CH2:12][CH2:11]3)[CH2:8]1)=[O:5])[CH3:2] |f:4.5.6|. Procedure: 20 g. of 6-ethoxycarbonylmethyl-1,3,5(10),6-estratetraene-3,17β-diol is hydrogenated in 280 ml. of tetrahydrofuran and 280 ml. of methanol in the presence of 2 g. of Pd/CaCO3 (10%) until 1 millimole of hydrogen has been absorbed per millimole of substance. The thus-obtained product is 6β-ethoxycarbonylmethyl-1,3,5(10)-estratriene-3,17β-diol as a foamy mass. The same compound is also produced by the analogous hydrogenation of 6-ethoxycarbonylmethylene-1,3,5(10)-estratriene-3,17β-diol. The prepara... Reaction SMILES: [Br:1][C:2]1[CH:3]=[CH:4][C:5]([C:8]([OH:10])=O)=[N:6][CH:7]=1.Cl.C[N:13](C)[CH2:14][CH2:15]CN=C=NCC.C(N(CC)C(C)C)(C)C.ON1C2C=CC=CC=2N=N1.C(N)C>O1CCCC1.O.CN(C)C=O>[CH2:14]([NH:13][C:8]([C:5]1[CH:4]=[CH:3][C:2]([Br:1])=[CH:7][N:6]=1)=[O:10])[CH3:15] |f:1.2|. Reaction conditions: time 8 hour. Reactants: Cl.CN(CCCN=C=NCC)C (N-(3-Dimethylaminopropyl)-N′-ethylcarbodiimide hydrochloride), C(C)(C)N(C(C)C)CC (N,N-diisopropylethylamine), ON1N=NC2=C1C=CC=C2 (1-hydroxybenzotriazole), C(C)N (ethylamine), BrC=1C=CC(=NC1)C(=O)O (5-bromo-pyridine-2-carboxylic acid). Product: C(C)NC(=O)C1=NC=C(C=C1)Br (5-bromo-pyridine-2-carboxylic acid ethylamide). Reported procedure: 5-Bromo-pyridine-2-carboxylic acid (34, 0.417 g, 2.06 mmol) was dissolved in 19 mL of tetrahydrofuran. N-(3-Dimethylaminopropyl)-N′-ethylcarbodiimide hydrochloride (0.633 g, 3.30 mmol), N,N-diisopropylethylamine (1.81 mL, 10.4 mmol), and 1-hydroxybenzotriazole (0.363 g, 2.68 mmol) were added, followed by 2.00 M ethylamine in tetrahydrofuran (35, 1.20 mL, 2.40 mmol). The reaction mixture was stirred overnight at room temperature, after which 1.5 mL of dimethylformamide was added and stirred for a... Yield: 34.5%. Solvent: O (water), O1CCCC1 (tetrahydrofuran), O1CCCC1 (tetrahydrofuran), CN(C=O)C (dimethylformamide). Reactants: CCCCCC (hexane), COCOC1=CC=C(C=C1)C(C1=C(NC2=CC=CC=C12)S(=O)(=O)N1CCN(CC1)C1=C(C=CC=C1)Cl)C1=CC=C(C=C1)OCOC (3-(Bis[4-(methoxymethoxy)phenyl]methyl)-2-[4-(2-chlorophenyl)piperazinylsulfonyl]indole). Run in O1CCCC1 (tetrahydrofuran), C(C)O (ethanol), Cl (hydrochloric acid). The product is OC1=CC=C(C=C1)C(C1=C(NC2=CC=CC=C12)S(=O)(=O)N1CCN(CC1)C1=C(C=CC=C1)Cl)C1=CC=C(C=C1)O (3-[Bis(4-hydroxyphenyl)methyl]-2-[4-(2-chlorophenyl)piperazinylsulfonyl]indole). Yield: 88.8%. As a reaction SMILES: COC[O:4][C:5]1[CH:10]=[CH:9][C:8]([CH:11]([C:37]2[CH:42]=[CH:41][C:40]([O:43]COC)=[CH:39][CH:38]=2)[C:12]2[C:20]3[C:15](=[CH:16][CH:17]=[CH:18][CH:19]=3)[NH:14][C:13]=2[S:21]([N:24]2[CH2:29][CH2:28][N:27]([C:30]3[CH:35]=[CH:34][CH:33]=[CH:32][C:31]=3[Cl:36])[CH2:26][CH2:25]2)(=[O:23])=[O:22])=[CH:7][CH:6]=1.CCCCCC>O1CCCC1.C(O)C.Cl>[OH:43][C:40]1[CH:39]=[CH:38][C:37]([CH:11]([C:8]2[CH:7]=[CH:6][C:5]([OH:4])=[CH:10][CH:9]=2)[C:12]2[C:20]3[C:15](=[CH:16][CH:17]=[CH:18][CH:19]=3)[NH:14][C:13]=2[S:21]([N:24]2[CH2:25][CH2:26][N:27]([C:30]3[CH:35]=[CH:34][CH:33]=[CH:32][C:31]=3[Cl:36])[CH2:28][CH2:29]2)(=[O:22])=[O:23])=[CH:42][CH:41]=1. Reported procedure: Compound 241 (1.0 g, 1.51 mmol) obtained in Example 242 was dissolved in a mixed solvent of tetrahydrofuran (10 ml) and ethanol (30 ml), and 20 ml of 2N hydrochloric acid was added thereto, followed by heating under reflux for 2 hours. The solvent was distilled off under reduced pressure, and a saturated aqueous solution of sodium bicarbonate was added thereto for neutralization. The mixture was stirred and the precipitated crystals were collected to give a crude product. The obtained crude prod... Reactants: C(=O)(OC)CCCCCCCCCCCCCCCNC1=CC=C(C(=O)OCC)C=C1 (ethyl 4-(15-carbomethoxypentadecylamino)benzoate), Cl (hydrochloric acid), [OH-].[K+] (potassium hydroxide), C(C)O (ethanol). Solvent: O (water). The product is C(=O)(O)CCCCCCCCCCCCCCCNC1=CC=C(C(=O)OCC)C=C1 (ethyl 4-(15-carboxypentadecylamino)benzoate). Reaction SMILES: [C:1]([CH2:5][CH2:6][CH2:7][CH2:8][CH2:9][CH2:10][CH2:11][CH2:12][CH2:13][CH2:14][CH2:15][CH2:16][CH2:17][CH2:18][CH2:19][NH:20][C:21]1[CH:31]=[CH:30][C:24]([C:25]([O:27][CH2:28][CH3:29])=[O:26])=[CH:23][CH:22]=1)([O:3]C)=[O:2].[OH-].[K+].C(O)C.Cl>O>[C:1]([CH2:5][CH2:6][CH2:7][CH2:8][CH2:9][CH2:10][CH2:11][CH2:12][CH2:13][CH2:14][CH2:15][CH2:16][CH2:17][CH2:18][CH2:19][NH:20][C:21]1[CH:22]=[CH:23][C:24]([C:25]([O:27][CH2:28][CH3:29])=[O:26])=[CH:30][CH:31]=1)([OH:3])=[O:2] |f:1.2|. Procedure details: A solution of 5 g. of ethyl 4-(15-carbomethoxypentadecylamino)benzoate and 0.8 g. of potassium hydroxide in 50 ml. of 95% ethanol is stirred at 50° C. for 10 hours, diluted with 100 ml. of water and acidified with concentrated hydrochloric acid. The solid is collected by filtration, dried, and recrystallized from toluene to yield ethyl 4-(15-carboxypentadecylamino)benzoate as a white solid. The solvent is C1(=CC=CC=C1)C (toluene), C(C)O (ethanol). The reagents and catalysts are C=1C=CC(=CC1)[P](C=2C=CC=CC2)(C=3C=CC=CC3)[Pd]([P](C=4C=CC=CC4)(C=5C=CC=CC5)C=6C=CC=CC6)([P](C=7C=CC=CC7)(C=8C=CC=CC8)C=9C=CC=CC9)[P](C=1C=CC=CC1)(C=1C=CC=CC1)C=1C=CC=CC1 (tetrakis(triphenylphosphine)palladium). Reactants: BrC=1C=CC=C2C(=CC(=NC12)C)N1CCC(=CC1)C(=O)OC(C)C (8-bromo-4-(4-isopropyloxycarbonyl-1,2,3,6-tetrahydropyridin-1-yl)-2-methylquinoline), O (water), ClC1=C(C=CC(=C1)Cl)OB(O)O (2,4-dichlorophenylboric acid), C([O-])([O-])=O.[Na+].[Na+] (sodium carbonate). The product is ClC1=C(C=CC(=C1)Cl)C=1C=CC=C2C(=CC(=NC12)C)N1CCC(=CC1)C(=O)OC(C)C (8-(2,4-dichlorophenyl)-4-(4-isopropyloxycarbonyl-1,2,3,6-tetrahydropyridin-1-yl)-2-methylquinoline). Procedure details: Under a nitrogen atmosphere, 8-bromo-4-(4-isopropyloxycarbonyl-1,2,3,6-tetrahydropyridin-1-yl)-2-methylquinoline (5.9 g), 2,4-dichlorophenylboric acid (3.2 q) and sodium carbonate (4.8 g) were suspended in a mixed solvent of deaerated water (15 mL), toluene (7.5 mL) and ethanol (7.5 mL), followed by adding thereto tetrakis(triphenylphosphine)palladium (0.88 g), and the resulting mixture was heated under reflux for 5 hours. The reaction mixture was cooled to room temperature to be separated. Afte... RXN SMILES: Br[C:2]1[CH:3]=[CH:4][CH:5]=[C:6]2[C:11]=1[N:10]=[C:9]([CH3:12])[CH:8]=[C:7]2[N:13]1[CH2:18][CH:17]=[C:16]([C:19]([O:21][CH:22]([CH3:24])[CH3:23])=[O:20])[CH2:15][CH2:14]1.[Cl:25][C:26]1[CH:31]=[C:30]([Cl:32])[CH:29]=[CH:28][C:27]=1OB(O)O.C(=O)([O-])[O-].[Na+].[Na+].O>C1C=CC([P]([Pd]([P](C2C=CC=CC=2)(C2C=CC=CC=2)C2C=CC=CC=2)([P](C2C=CC=CC=2)(C2C=CC=CC=2)C2C=CC=CC=2)[P](C2C=CC=CC=2)(C2C=CC=CC=2)C2C=CC=CC=2)(C2C=CC=CC=2)C2C=CC=CC=2)=CC=1.C(O)C.C1(C)C=CC=CC=1>[Cl:25][C:26]1[CH:31]=[C:30]([Cl:32])[CH:29]=[CH:28][C:27]=1[C:2]1[CH:3]=[CH:4][CH:5]=[C:6]2[C:11]=1[N:10]=[C:9]([CH3:12])[CH:8]=[C:7]2[N:13]1[CH2:18][CH:17]=[C:16]([C:19]([O:21][CH:22]([CH3:24])[CH3:23])=[O:20])[CH2:15][CH2:14]1 |f:2.3.4,^1:47,49,68,87|. Yields the product BrC1=C(C=C(C=C1)Br)NC1=C(C=CC=C1)CC(=O)O (2-[(2,5-dibromophenyl)amino]phenylacetic acid). As a reaction SMILES: Br[C:2]1[CH:7]=[CH:6][CH:5]=[CH:4][C:3]=1[CH2:8][C:9]([OH:11])=[O:10].[Br:12][C:13]1[CH:19]=[CH:18][C:17]([Br:20])=[CH:16][C:14]=1[NH2:15]>>[Br:12][C:13]1[CH:19]=[CH:18][C:17]([Br:20])=[CH:16][C:14]=1[NH:15][C:2]1[CH:7]=[CH:6][CH:5]=[CH:4][C:3]=1[CH2:8][C:9]([OH:11])=[O:10]. Procedure: In the manner described in example 3, 2-bromophenylacetic acid is condensed with 2,5-dibromoaniline to yield 2-[(2,5-dibromophenyl)amino]phenylacetic acid. Starting materials: BrC1=C(C=CC=C1)CC(=O)O (2-bromophenylacetic acid), BrC1=C(N)C=C(C=C1)Br (2,5-dibromoaniline). The product is C(CCCCC)NC(C1=C(C=C(C=C1)NC(CCC(=O)O)=O)O)=O (N-n-hexyl 4-(3-carboxy-propionylamino)-2-hydroxybenzamide). The solvent is CO (methanol). As a reaction SMILES: [C:1]([CH2:4][CH2:5][C:6]([NH:8][C:9]1[CH:18]=[CH:17][C:12]([C:13]([O:15]C)=O)=[C:11]([OH:19])[CH:10]=1)=[O:7])([OH:3])=[O:2].[CH2:20]([NH2:26])[CH2:21][CH2:22][CH2:23][CH2:24][CH3:25]>CO>[CH2:20]([NH:26][C:13](=[O:15])[C:12]1[CH:17]=[CH:18][C:9]([NH:8][C:6](=[O:7])[CH2:5][CH2:4][C:1]([OH:3])=[O:2])=[CH:10][C:11]=1[OH:19])[CH2:21][CH2:22][CH2:23][CH2:24][CH3:25]. Procedure details: Methyl 4-(3-carboxy-propionylamino)-2-hydroxybenzoate from Example 2 (1 g) is dissolved in 15 mL of methanol. n-Hexylamine (5 mL) is added to this solution, and the reaction mixture is brought to mild reflux for 2 days. Solvents are removed under vacuum and residue acidified using 1 N HCl. N-n-hexyl 4-(3-carboxy-propionylamino)-2-hydroxybenzamide precipitate is collected, washed with water, and dried. The reactants are C(=O)(O)CCC(=O)NC1=CC(=C(C(=O)OC)C=C1)O (Methyl 4-(3-carboxy-propionylamino)-2-hydroxybenzoate), C(CCCCC)N (n-Hexylamine).